From a dataset of the Open Reaction Database (ORD), a public repository of structured organic reaction records. describe an organic reaction: reactants, conditions, products, and yield Reactants: C1=CCC=CC1 (1,4-Cyclohexadiene), BrC=1C(N(C=C(N1)Br)C=1C=C(C(=O)OC)C=CC1C)=O (3-(3,5-dibromo-2-oxo-2H-pyrazin-1-yl)-4-methyl-benzoic acid, methyl ester), C1(=CC=CC=C1)O (phenol), C(C)(C)N(C(C)C)CC (N,N-diisopropylethylamine). Reagents/catalysts: [Pd] (palladium on carbon). Run in O1CCCC1 (tetrahydrofuran), O1CCCC1 (tetrahydrofuran). Reaction conditions: temperature 140 celsius, time 2 hour. Yields the product C1(CC1)NC(C1=CC(=C(C=C1)C)N1C(C(=NC=C1)OC1=CC=CC=C1)=O)=O (N-Cyclopropyl-4-methyl-3-(2-oxo-3-phenoxy-1(2H)-pyrazinyl)-benzamide). Reaction SMILES: Br[C:2]1[C:3](=[O:20])[N:4]([C:9]2[CH:10]=[C:11]([CH:16]=[CH:17][C:18]=2[CH3:19])[C:12]([O:14]C)=O)[CH:5]=[C:6](Br)[N:7]=1.[C:21]1([OH:27])[CH:26]=[CH:25][CH:24]=[CH:23][CH:22]=1.C([N:31](CC)[CH:32]([CH3:34])[CH3:33])(C)C.C1CC=CCC=1>[Pd].O1CCCC1>[CH:32]1([NH:31][C:12](=[O:14])[C:11]2[CH:16]=[CH:17][C:18]([CH3:19])=[C:9]([N:4]3[CH:5]=[CH:6][N:7]=[C:2]([O:27][C:21]4[CH:26]=[CH:25][CH:24]=[CH:23][CH:22]=4)[C:3]3=[O:20])[CH:10]=2)[CH2:34][CH2:33]1. Reported procedure: A mixture of 3-(3,5-dibromo-2-oxo-2H-pyrazin-1-yl)-4-methyl-benzoic acid, methyl ester (Example 1b, 204 mg), phenol (206 mg), N,N-diisopropylethylamine (0.3 mL) and tetrahydrofuran (1 mL) was heated within a microwave for 60 minutes at 140° C. before being cooled to room temperature. The mixture was transferred to a mixture of palladium on carbon (10%, 38 mg) and tetrahydrofuran (1 mL). 1,4-Cyclohexadiene (1 mL) was added and the mixture was heated under atmosphere of nitrogen within a microwave... As a reaction SMILES: [CH2:1]([c:2]1[cH:3][cH:4][cH:5][cH:6][cH:7]1)[c:8]1[cH:9][n:10][c:11]2[c:12]([C:26]([F:27])([F:28])[F:29])[cH:13][cH:14][cH:15][c:16]2[c:17]1-[c:18]1[cH:19][c:20]([C:24]#[CH:25])[cH:21][cH:22][cH:23]1.[CH2:37]1[CH2:38][CH2:39][NH:40][CH2:41][CH2:42]1.[CH3:43][c:44]1[cH:45][cH:46][cH:47][cH:48][cH:49]1.[I:30][c:31]1[cH:32][cH:33][cH:34][cH:35][cH:36]1>>[CH2:1]([c:2]1[cH:3][cH:4][cH:5][cH:6][cH:7]1)[c:8]1[cH:9][n:10][c:11]2[c:12]([C:26]([F:27])([F:28])[F:29])[cH:13][cH:14][cH:15][c:16]2[c:17]1-[c:18]1[cH:19][c:20]([C:24]#[C:25][c:31]2[cH:32][cH:33][cH:34][cH:35][cH:36]2)[cH:21][cH:22][cH:23]1. The product is FC(F)(F)c1cccc2c(-c3cccc(C#Cc4ccccc4)c3)c(Cc3ccccc3)cnc12. The reactants are C#Cc1cccc(-c2c(Cc3ccccc3)cnc3c(C(F)(F)F)cccc23)c1, C1CCNCC1, Cc1ccccc1, Ic1ccccc1. As a reaction SMILES: Cl.[N+:2]([C:5]1[C:6]([NH:11][CH:12]2[CH2:17][CH2:16][NH:15][CH2:14][CH2:13]2)=[N:7][CH:8]=[CH:9][CH:10]=1)([O-:4])=[O:3].[NH:18]1[C:22]2[CH:23]=[CH:24][CH:25]=[CH:26][C:21]=2[N:20]=[C:19]1[C:27](O)=[O:28].N1(O)C2C=CC=CC=2N=N1.Cl.CN(C)CCCN=C=NCC.CN1CCOCC1>CN(C)C=O.O>[NH:18]1[C:22]2[CH:23]=[CH:24][CH:25]=[CH:26][C:21]=2[N:20]=[C:19]1[C:27]([N:15]1[CH2:16][CH2:17][CH:12]([NH:11][C:6]2[C:5]([N+:2]([O-:4])=[O:3])=[CH:10][CH:9]=[CH:8][N:7]=2)[CH2:13][CH2:14]1)=[O:28] |f:0.1,4.5|. Solvent: O (water), CN(C=O)C (dimethylformamide). Procedure details: A mixture of 3-nitro-N-(piperidin-4-yl)pyridin-2-amine hydrochloride (intermediate 58, 580 mg, 2.3 mmol), 1H-benzo[d]imidazole-2-carboxylic acid (365 mg, 2.3 mmol), 1H-benzo[d][1,2,3]triazol-1-ol (365 mg, 2.7 mmol), 1-(3-dimethylaminopropyl)-3-ethylcarbodiimide hydrochloride (516 mg, 2.7 mmol) and N-methylmorpholine (455 mg, 4.6 mmol) in dry dimethylformamide (15 mL) was stirred at room temperature overnight. The mixture was diluted with water (60 mL), and extracted with ethyl acetate (2×50 mL).... Isolated yield 71.3%. Yields the product N1C(=NC2=C1C=CC=C2)C(=O)N2CCC(CC2)NC2=NC=CC=C2[N+](=O)[O-] ((1H-benzo[d]imidazol-2-yl)(4-((3-nitro-pyridin-2-yl)amino)piperidin-1-yl)methanone). Reaction conditions: time 8 hour. Reactants: Cl.[N+](=O)([O-])C=1C(=NC=CC1)NC1CCNCC1 (3-nitro-N-(piperidin-4-yl)pyridin-2-amine hydrochloride), Cl.[N+](=O)([O-])C=1C(=NC=CC1)NC1CCNCC1 (3-nitro-N-(piperidin-4-yl)pyridin-2-amine hydrochloride), N1C(=NC2=C1C=CC=C2)C(=O)O (1H-benzo[d]imidazole-2-carboxylic acid), N1(N=NC2=C1C=CC=C2)O (1H-benzo[d][1,2,3]triazol-1-ol), Cl.CN(CCCN=C=NCC)C (1-(3-dimethylaminopropyl)-3-ethylcarbodiimide hydrochloride), CN1CCOCC1 (N-methylmorpholine). Starting materials: O[C@@H]1C[C@@H]2N(C(CNC2=O)=O)C1 ((+/−)-(7R,8aS)-7-hydroxyhexahydropyrrolo[1,2-a]pyrazine-1,4-dione). The solvent is C1CCOC1 (THF), C1CCOC1 (THF). Run at time 1 hour. Product: C1C2N(CCN1)C[C@@H](C2)O ((+/−)-(7R)-octahydropyrrolo[1,2-a]pyrazin-7-ol). As a reaction SMILES: [OH:1][C@H:2]1[CH2:12][N:5]2[C:6](=O)[CH2:7][NH:8][C:9](=O)[C@@H:4]2[CH2:3]1>C1COCC1>[CH2:9]1[NH:8][CH2:7][CH2:6][N:5]2[CH2:12][C@H:2]([OH:1])[CH2:3][CH:4]12. Reported procedure: A solution of LiAIH4 in THF (2M in THF, 20 ml, 40 mmol) was added slowly to a solution of (+/−)-(7R,8aS)-7-hydroxyhexahydropyrrolo[1,2-a]pyrazine-1,4-dione (prepared according to a published literature procedure: Pharmaceutical Chemistry Journal, Vol 46, No. 2, 96 (2012), 2 g, 11.75 mmol) in THF (60 mL) and the resulting mixture was heated at reflux for 5 h. The reaction was quenched with careful addition of 0.6 ml of water, 0.6 ml of 15% NaOH and 1.2 ml water. Celite and anhydrous magnesium sul...